From a dataset of the Open Reaction Database (ORD), a public repository of structured organic reaction records. describe an organic reaction: reactants, conditions, products, and yield The reactants are ClC=C1OCCC1(C)C (2-chloromethylene-3,3-dimethyltetrahydrofuran), C(=O)O (formic acid). Yields the product ClCC(C(CCOC=O)(C)C)=O (1-chloro-3,3-dimethyl-5-formyloxypentan-2-one). Yield: 87.0%. RXN SMILES: [Cl:1][CH:2]=[C:3]1[C:7]([CH3:9])([CH3:8])[CH2:6][CH2:5][O:4]1.[CH:10]([OH:12])=[O:11]>>[Cl:1][CH2:2][C:3](=[O:4])[C:7]([CH3:9])([CH3:8])[CH2:6][CH2:5][O:11][CH:10]=[O:12]. Procedure: 29.2 g (0.2 mol) of 2-chloromethylene-3,3-dimethyltetrahydrofuran, in 100 ml of formic acid, are heated at 60° for 5 hours. Fractional distillation produces 34 g (0.174 mol, 87%) of 1-chloro-3,3-dimethyl-5-formyloxypentan-2-one with a boiling point of 110°/0.2. Reactants: CSC.B (Borane dimethylsulfide), C(=O)O (formic acid), C(C)(=O)OC(C)=O (acetic anhydride), NC=1C=C(C(=O)OC)C=CC1 (Methyl 3-aminobenzoate). The solvent is C1CCOC1 (THF), CO (MeOH). Reaction conditions: temperature 0 celsius, time 8 hour. The product is CNC=1C=C(C(=O)OC)C=CC1 (Methyl 3-Methylaminobenzoate). RXN SMILES: [CH:1](O)=O.C(OC(=O)C)(=O)C.[NH2:11][C:12]1[CH:13]=[C:14]([CH:19]=[CH:20][CH:21]=1)[C:15]([O:17][CH3:18])=[O:16].CSC.B>C1COCC1.CO>[CH3:1][NH:11][C:12]1[CH:13]=[C:14]([CH:19]=[CH:20][CH:21]=1)[C:15]([O:17][CH3:18])=[O:16] |f:3.4|. Procedure details: A solution of formic acid (106 mL) and acetic anhydride (53.0 mL) was stirred at room temperature for 1 h. Methyl 3-aminobenzoate (8.50 g, 56.2 mmol) was added and the resulting mixture was stirred overnight. The reaction mixture was then concentrated under reduced pressure to give a solid. The solid was dissolved in THF (50.0 mL) and this solution was cooled to 0° C. Borane dimethylsulfide (10.7 mL, 112 mmol) was added slowly and the resulting mixture was stirred at room temperature overnight. ... The solvent is CN(C=O)C (dimethylformamide). Reactants: COC(C=1C(O)=CC(=CC1)OC)=O (Methyl-4-methoxysalicylate), ClC1=C(C=C(C=C1)C(F)(F)F)[N+](=O)[O-] (4-chloro-3-nitrobenzotrifluoride), C([O-])([O-])=O.[K+].[K+] (potassium carbonate). RXN SMILES: [CH3:1][O:2][C:3](=[O:13])[C:4]1[C:5](=[CH:7][C:8]([O:11][CH3:12])=[CH:9][CH:10]=1)[OH:6].Cl[C:15]1[CH:20]=[CH:19][C:18]([C:21]([F:24])([F:23])[F:22])=[CH:17][C:16]=1[N+:25]([O-:27])=[O:26].C(=O)([O-])[O-].[K+].[K+]>CN(C)C=O>[N+:25]([C:16]1[CH:17]=[C:18]([C:21]([F:22])([F:23])[F:24])[CH:19]=[CH:20][C:15]=1[O:6][C:5]1[CH:7]=[C:8]([O:11][CH3:12])[CH:9]=[CH:10][C:4]=1[C:3]([O:2][CH3:1])=[O:13])([O-:27])=[O:26] |f:2.3.4|. Product: [N+](=O)([O-])C1=C(OC2=C(C(=O)OC)C=CC(=C2)OC)C=CC(=C1)C(F)(F)F (Methyl 2-(2-nitro-4-trifluoromethylphenoxy)-4-methoxybenzoate). Reported procedure: Methyl-4-methoxysalicylate (12.0 g, 0.066 mol), 4-chloro-3-nitrobenzotrifluoride (9.75 mL, 0.066 mol) and potassium carbonate (18.16 g, 0.131 mol) were mixed in dimethylformamide, under argon, at 150° C. for 16 h. The reaction mixture was filtered and the solvents evaporated. The residue was flash chromatographed (silica gel, ethyl acetate/hexane) to yield the title compound. 1H NMR (250 MHz, CDCl3) δ8.25 (d, 1H), 8.04 (d, 1H), 7.65 (dd, 1H), 6.91 (dd, 1H), 6.81 (d, 1H), 6.70 (d, 1H), 3.88 (s, 3... Reactants: O=C([O-])[O-], Cc1cc(C)c(N2C=[N+](c3c(C)cc(C)cc3C)CC2)c(C)c1, [Cl-], [Cs+], [Cs+], NC(=O)c1cnc(N)c2c1sc1ccc(Cl)cc12, O=C(C=Cc1ccccc1)C=Cc1ccccc1, C1COCCO1, O=C(C=Cc1ccccc1)C=Cc1ccccc1, O=C(C=Cc1ccccc1)C=Cc1ccccc1, OB(O)c1ccccc1, [Pd], [Pd]. Product: NC(=O)c1cnc(N)c2c1sc1ccc(-c3ccccc3)cc12. RXN SMILES: [C:52](=[O:53])([O-:54])[O-:55].[CH3:29][c:30]1[cH:31][c:32]([CH3:33])[cH:34][c:35]([CH3:36])[c:37]1[N+:38]1=[CH:51][N:41]([c:42]2[c:43]([CH3:44])[cH:45][c:46]([CH3:47])[cH:48][c:49]2[CH3:50])[CH2:40][CH2:39]1.[Cl-:28].[Cs+:56].[Cs+:57].[NH2:1][c:2]1[n:3][cH:4][c:5]([C:16](=[O:17])[NH2:18])[c:6]2[c:7]1[c:8]1[c:9]([s:10]2)[cH:11][cH:12][c:13]([Cl:15])[cH:14]1.[O:102]=[C:103]([CH:104]=[CH:105][c:106]1[cH:107][cH:108][cH:109][cH:110][cH:111]1)[CH:112]=[CH:113][c:114]1[cH:115][cH:116][cH:117][cH:118][cH:119]1.[O:58]1[CH2:59][CH2:60][O:61][CH2:62][CH2:63]1.[O:66]=[C:67]([CH:68]=[CH:69][c:70]1[cH:71][cH:72][cH:73][cH:74][cH:75]1)[CH:76]=[CH:77][c:78]1[cH:79][cH:80][cH:81][cH:82][cH:83]1.[O:84]=[C:85]([CH:86]=[CH:87][c:88]1[cH:89][cH:90][cH:91][cH:92][cH:93]1)[CH:94]=[CH:95][c:96]1[cH:97][cH:98][cH:99][cH:100][cH:101]1.[OH:19][B:20]([OH:21])[c:22]1[cH:23][cH:24][cH:25][cH:26][cH:27]1.[Pd:64].[Pd:65]>>[NH2:1][c:2]1[n:3][cH:4][c:5]([C:16](=[O:17])[NH2:18])[c:6]2[c:7]1[c:8]1[c:9]([s:10]2)[cH:11][cH:12][c:13](-[c:22]2[cH:23][cH:24][cH:25][cH:26][cH:27]2)[cH:14]1. Reactants: COC(=O)c1c(-c2ccccc2)nn2ccc3c(c12)C(CC#N)CC3, CCO, [Co], N. The product is COC(=O)c1c(-c2ccccc2)nn2ccc3c(c12)C(CCN)CC3. RXN SMILES: [C:1](#[N:2])[CH2:3][CH:4]1[CH2:5][CH2:6][c:7]2[c:8]1[c:9]1[n:10]([cH:11][cH:12]2)[n:13][c:14](-[c:20]2[cH:21][cH:22][cH:23][cH:24][cH:25]2)[c:15]1[C:16](=[O:17])[O:18][CH3:19].[CH2:26]([OH:27])[CH3:28].[Co:30].[NH3:29]>>[CH2:1]([NH2:2])[CH2:3][CH:4]1[CH2:5][CH2:6][c:7]2[c:8]1[c:9]1[n:10]([cH:11][cH:12]2)[n:13][c:14](-[c:20]2[cH:21][cH:22][cH:23][cH:24][cH:25]2)[c:15]1[C:16](=[O:17])[O:18][CH3:19]. Reactants: ClC1=C(C=CC(=C1)OC)C(C(C(F)(F)F)(O)C=1C=CC2=C(N(C(CO2)=O)CC)C1)C (6-[2-(2-chloro-4-methoxy-phenyl)-1-hydroxy-1-trifluoromethyl-propyl]-4-ethyl-4H-benzo[1,4]oxazin-3-one), solution, B(Br)(Br)Br (boron tribromide). Solvent: ClCCl (dichloromethane). The product is ClC1=C(C=CC(=C1)O)C(C(C(F)(F)F)(O)C=1C=CC2=C(N(C(CO2)=O)CC)C1)C (6-[2-(2-Chloro-4-hydroxy-phenyl)-1-hydroxy-1-trifluoromethyl-propyl]-4-ethyl-4H-benzo[1,4]oxazin-3-one). The yield is 102.6%. RXN SMILES: [Cl:1][C:2]1[CH:7]=[C:6]([O:8]C)[CH:5]=[CH:4][C:3]=1[CH:10]([CH3:30])[C:11]([C:17]1[CH:18]=[CH:19][C:20]2[O:25][CH2:24][C:23](=[O:26])[N:22]([CH2:27][CH3:28])[C:21]=2[CH:29]=1)([OH:16])[C:12]([F:15])([F:14])[F:13].B(Br)(Br)Br>ClCCl>[Cl:1][C:2]1[CH:7]=[C:6]([OH:8])[CH:5]=[CH:4][C:3]=1[CH:10]([CH3:30])[C:11]([C:17]1[CH:18]=[CH:19][C:20]2[O:25][CH2:24][C:23](=[O:26])[N:22]([CH2:27][CH3:28])[C:21]=2[CH:29]=1)([OH:16])[C:12]([F:13])([F:14])[F:15]. Reported procedure: In analogy to Example 56, step 4, 6-[2-(2-chloro-4-methoxy-phenyl)-1-hydroxy-1-trifluoromethyl-propyl]-4-ethyl-4H-benzo[1,4]oxazin-3-one (1.58 g) was reacted with 1M solution boron tribromide in dichloromethane, to give the title compound (1.57 g) as a light yellow solid. MS (m/e)=430.2 [M+H+]. The reactants are OC1=CC=C(C=C1)C(C(F)(F)F)(C(F)(F)F)C1=CC=C(C=C1)C (2-(4-hydroxyphenyl)-2-(4-methylphenyl)hexafluoropropane), 2-(4-methylphenyl)-2-hexafluoroisopropanol, F (hydrofluoric acid), halogen, nitro, dinitro, CC1=CC=C(C=C1)OC2=CC=CC=C2 (4-methyldiphenyl ether). The product is CC1=CC=C(C=C1)C(C(F)(F)F)(C(F)(F)F)C1=CC=C(C=C1)OC1=CC=C(C=C1)C (2-(4-methylphenyl)-2-[4-(4-methylphenoxy)phenyl]hexafluoropropane). Reaction SMILES: [OH:1][C:2]1[CH:7]=[CH:6][C:5]([C:8]([C:17]2[CH:22]=[CH:21][C:20]([CH3:23])=[CH:19][CH:18]=2)([C:13]([F:16])([F:15])[F:14])[C:9]([F:12])([F:11])[F:10])=[CH:4][CH:3]=1.[CH3:24][C:25]1[CH:30]=[CH:29][C:28](OC2C=CC=CC=2)=[CH:27][CH:26]=1.F>>[CH3:23][C:20]1[CH:19]=[CH:18][C:17]([C:8]([C:5]2[CH:6]=[CH:7][C:2]([O:1][C:28]3[CH:29]=[CH:30][C:25]([CH3:24])=[CH:26][CH:27]=3)=[CH:3][CH:4]=2)([C:9]([F:10])([F:11])[F:12])[C:13]([F:14])([F:15])[F:16])=[CH:22][CH:21]=1. Procedure: reacting 2-(4-hydroxyphenyl)-2-(4-methylphenyl)hexafluoropropane with an aromatic, halogen-containing nitro compound or dinitro compound, or reacting 2-(4-methylphenyl)-2-hexafluoroisopropanol with 4-methyldiphenyl ether in the presence of anhydrous hydrofluoric acid to give 2-(4-methylphenyl)-2-[4-(4-methylphenoxy)phenyl]hexafluoropropane,